From a dataset of the Open Reaction Database (ORD), a public repository of structured organic reaction records. describe an organic reaction: reactants, conditions, products, and yield Reactants: [N+](=O)([O-])NC1=NC=C(C(N1)=O)CC1=NC=CC(=C1)OC (2-nitroamino-5-(4-methoxy-2-pyridylmethyl)-4-pyrimidone), N(C(=N)N)C=1SC=C(N1)CSCCN (2-(2-Guanidino-4-thiazolylmethylthio)ethylamine). Run in N1=CC=CC=C1 (pyridine). Yields the product N(C(=N)N)C=1SC=C(N1)CSCCNC1=NC=C(C(N1)=O)CC1=NC=CC(=C1)OC (2-[2-(2-guanidino-4-thiazolylmethylthio)ethylamino]-5-(4-methoxy-2-pyridylmethyl)-4-pyrimidone). RXN SMILES: [NH:1]([C:5]1[S:6][CH:7]=[C:8]([CH2:10][S:11][CH2:12][CH2:13][NH2:14])[N:9]=1)[C:2]([NH2:4])=[NH:3].[N+](N[C:19]1[NH:24][C:23](=[O:25])[C:22]([CH2:26][C:27]2[CH:32]=[C:31]([O:33][CH3:34])[CH:30]=[CH:29][N:28]=2)=[CH:21][N:20]=1)([O-])=O>N1C=CC=CC=1>[NH:1]([C:5]1[S:6][CH:7]=[C:8]([CH2:10][S:11][CH2:12][CH2:13][NH:14][C:19]2[NH:24][C:23](=[O:25])[C:22]([CH2:26][C:27]3[CH:32]=[C:31]([O:33][CH3:34])[CH:30]=[CH:29][N:28]=3)=[CH:21][N:20]=2)[N:9]=1)[C:2]([NH2:4])=[NH:3]. Procedure: 2-(2-Guanidino-4-thiazolylmethylthio)ethylamine is heated under reflux in pyridine for 12 hours with 0.75 molar equivalents of 2-nitroamino-5-(4-methoxy-2-pyridylmethyl)-4-pyrimidone to give 2-[2-(2-guanidino-4-thiazolylmethylthio)ethylamino]-5-(4-methoxy-2-pyridylmethyl)-4-pyrimidone. When this product is boiled under reflux in 2N hydrogen bromide in ethanol 2-[2-(2-guanidino-4-thiazolylmethylthio)ethylamino]-5-(4-hydroxy-2-pyridylmethyl)-4-pyrimidone trihydrobromide is produced. Procedure details: A mixture of hydroxylammonium chloride (1.6 g), sodium hydrogen carbonate (2.57 g) and dimethyl sulfoxide (15 mL) was stirred at 40° C. for 30 min, 4′-({1-[(4-hydroxytetrahydro-2H-pyran-4-yl)methyl]-2-methyl-6-oxo-4-propyl-1,6-dihydropyrimidin-5-yl}methyl)biphenyl-2-carbonitrile (0.7 g) was added, and the mixture was stirred at 90° C. for 16 hr. The reaction mixture was diluted with ethyl acetate, washed with water and then with saturated brine, and dried over anhydrous magnesium sulfate. The so... The solvent is C(C)(=O)OCC (ethyl acetate). Yield: 17.7%. Run at temperature 40 celsius, time 30 minute. RXN SMILES: [Cl-].O[NH3+:3].[C:4](=[O:7])([O-])[OH:5].[Na+].CS(C)=O.[OH:13][C:14]1([CH2:20][N:21]2[C:26](=[O:27])[C:25]([CH2:28][C:29]3[CH:34]=[CH:33][C:32]([C:35]4[C:36]([C:41]#[N:42])=[CH:37][CH:38]=[CH:39][CH:40]=4)=[CH:31][CH:30]=3)=[C:24]([CH2:43][CH2:44][CH3:45])[N:23]=[C:22]2[CH3:46])[CH2:19][CH2:18][O:17][CH2:16][CH2:15]1>C(OCC)(=O)C>[OH:13][C:14]1([CH2:20][N:21]2[C:26](=[O:27])[C:25]([CH2:28][C:29]3[CH:34]=[CH:33][C:32]([C:35]4[CH:40]=[CH:39][CH:38]=[CH:37][C:36]=4[C:41]4[NH:3][C:4](=[O:7])[O:5][N:42]=4)=[CH:31][CH:30]=3)=[C:24]([CH2:43][CH2:44][CH3:45])[N:23]=[C:22]2[CH3:46])[CH2:19][CH2:18][O:17][CH2:16][CH2:15]1 |f:0.1,2.3|. The reactants are [Cl-].O[NH3+] (hydroxylammonium chloride), C(O)([O-])=O.[Na+] (sodium hydrogen carbonate), CS(=O)C (dimethyl sulfoxide), OC1(CCOCC1)CN1C(=NC(=C(C1=O)CC1=CC=C(C=C1)C=1C(=CC=CC1)C#N)CCC)C (4′-({1-[(4-hydroxytetrahydro-2H-pyran-4-yl)methyl]-2-methyl-6-oxo-4-propyl-1,6-dihydropyrimidin-5-yl}methyl)biphenyl-2-carbonitrile). Product: OC1(CCOCC1)CN1C(=NC(=C(C1=O)CC1=CC=C(C=C1)C1=C(C=CC=C1)C1=NOC(N1)=O)CCC)C (3-[(4-hydroxytetrahydro-2H-pyran-4-yl)methyl]-2-methyl-5-{[2′-(5-oxo-4,5-dihydro-1,2,4-oxadiazol-3-yl)biphenyl-4-yl]methyl}-6-propylpyrimidin-4(3H)-one).